Task: describe an organic reaction: reactants, conditions, products, and yield. Dataset: the Open Reaction Database (ORD), a public repository of structured organic reaction records Starting materials: C(C)N1C=C(C(C2=CC(=C(C=C12)F)F)=O)C(=O)O (1-ethyl-6,7-difluoro-1,4-dihydro-4-oxo-3-quinoline carboxylic acid), NC1C(CC1)N (1,2 diaminocyclobutane). The solvent is N1=CC=CC=C1 (pyridine). Yields the product NC1C(CC1)NC1=C(C=C2C(C(=CN(C2=C1)CC)C(=O)O)=O)F (7-[(2-aminocyclobutyl)amino]-1-ethyl-6-fluoro-1,4-dihydro-4-oxo-3 quinoline carboxylic acid). RXN SMILES: [CH2:1]([N:3]1[C:12]2[C:7](=[CH:8][C:9]([F:14])=[C:10](F)[CH:11]=2)[C:6](=[O:15])[C:5]([C:16]([OH:18])=[O:17])=[CH:4]1)[CH3:2].[NH2:19][CH:20]1[CH2:23][CH2:22][CH:21]1[NH2:24]>N1C=CC=CC=1>[NH2:19][CH:20]1[CH2:23][CH2:22][CH:21]1[NH:24][C:10]1[CH:11]=[C:12]2[C:7]([C:6](=[O:15])[C:5]([C:16]([OH:18])=[O:17])=[CH:4][N:3]2[CH2:1][CH3:2])=[CH:8][C:9]=1[F:14]. Procedure details: A mixture of 1-ethyl-6,7-difluoro-1,4-dihydro-4-oxo-3-quinoline carboxylic acid and 1,2 diaminocyclobutane [The American Chemical Society, Vol. 64, p. 2696 (1942)] in pyridine is reacted as described in Example 1 giving the desired product. Starting materials: O=C1N2C(=NC3=CC(=CC=C13)C(=O)O)CCCCCC2 (13-oxo-7,8,9,10,11,13-hexahydro-6H-azocino[2,1-b]quinazoline-3-carboxylic acid), FC1=CC=C(C(=O)NN)C=C1 (4-fluorobenzohydrazide). Solvent: O=S(Cl)Cl (SOCl2). Run at temperature 60 celsius, time 1.5 hour. Yields the product FC1=CC=C(C=C1)C1=NN=C(O1)C1=CC=C2C(N3C(=NC2=C1)CCCCCC3)=O (3-(5-(4-fluorophenyl)-1,3,4-oxadiazol-2-yl)-8,9,10,11-tetrahydro-6H-azocino[2,1-b]quinazolin-13(7H)-one). Isolated yield 6.4%. RXN SMILES: [O:1]=[C:2]1[C:11]2[C:6](=[CH:7][C:8]([C:12]([OH:14])=O)=[CH:9][CH:10]=2)[N:5]=[C:4]2[CH2:15][CH2:16][CH2:17][CH2:18][CH2:19][CH2:20][N:3]12.[F:21][C:22]1[CH:31]=[CH:30][C:25]([C:26]([NH:28][NH2:29])=O)=[CH:24][CH:23]=1>O=S(Cl)Cl>[F:21][C:22]1[CH:31]=[CH:30][C:25]([C:26]2[O:14][C:12]([C:8]3[CH:7]=[C:6]4[C:11]([C:2](=[O:1])[N:3]5[CH2:20][CH2:19][CH2:18][CH2:17][CH2:16][CH2:15][C:4]5=[N:5]4)=[CH:10][CH:9]=3)=[N:29][N:28]=2)=[CH:24][CH:23]=1. Reported procedure: A solution of 13-oxo-7,8,9,10,11,13-hexahydro-6H-azocino[2,1-b]quinazoline-3-carboxylic acid (80 mg, 0.28 mmol) in SOCl2 (3 mL) was stirred at reflux for 0.5 h. The reaction mixture was concentrated and diluted with toluene (5 mL). 4-fluorobenzohydrazide (54.4 mg, 0.35 mmol) was added to the solution and heated to 60° C. After stirring for 1.5 h, the toluene was evaporated. Phosphoryl trichloride (3 mL) was added to the residue and heated at 80° C. for 1.5 h. Excess phosphoryl trichloride was re... Starting materials: CCO[SiH](OCC)OCC, CCCC[N+](CCCC)(CCCC)CCCC, O=Cc1ccccc1, C=C[Si](OC)(OC)OC, [F-], [F-], CN(C)C=O, O. Product: C=CC(O)c1ccccc1. Reaction SMILES: [CH2:2]([CH3:3])[O:4][SiH:5]([O:6][CH2:7][CH3:8])[O:9][CH2:10][CH3:11].[CH3:30][CH2:31][CH2:32][CH2:33][N+:34]([CH2:35][CH2:36][CH2:37][CH3:38])([CH2:39][CH2:40][CH2:41][CH3:42])[CH2:43][CH2:44][CH2:45][CH3:46].[CH:12](=[O:13])[c:14]1[cH:15][cH:16][cH:17][cH:18][cH:19]1.[CH:20]([Si:21]([O:22][CH3:23])([O:24][CH3:25])[O:26][CH3:27])=[CH2:28].[F-:1].[F-:29].[O:48]=[CH:49][N:50]([CH3:51])[CH3:52].[OH2:47]>>[CH:2](=[CH2:3])[CH:12]([OH:13])[c:14]1[cH:15][cH:16][cH:17][cH:18][cH:19]1. Reactants: C1CCOC1, CC1CCC(C(C)C)C(OC(=O)Cl)C1, [K+], [K+], COc1ccc(CN2C(=O)C(N)c3ccccc3-c3ccccc32)cc1, O=C([O-])[O-], O. Product: COc1ccc(CN2C(=O)C(NC(=O)OC3CC(C)CCC3C(C)C)c3ccccc3-c3ccccc32)cc1. RXN SMILES: [CH2:48]1[O:49][CH2:50][CH2:51][CH2:52]1.[Cl:34][C:35](=[O:36])[O:37][CH:38]1[CH2:39][CH:40]([CH3:47])[CH2:41][CH2:42][CH:43]1[CH:44]([CH3:45])[CH3:46].[K+:28].[K+:29].[NH2:2][CH:3]1[c:4]2[c:5]([cH:24][cH:25][cH:26][cH:27]2)-[c:6]2[c:7]([cH:20][cH:21][cH:22][cH:23]2)[N:8]([CH2:11][c:12]2[cH:13][cH:14][c:15]([O:18][CH3:19])[cH:16][cH:17]2)[C:9]1=[O:10].[O-:30][C:31]([O-:32])=[O:33].[OH2:1]>>[NH:2]([CH:3]1[c:4]2[c:5]([cH:24][cH:25][cH:26][cH:27]2)-[c:6]2[c:7]([cH:20][cH:21][cH:22][cH:23]2)[N:8]([CH2:11][c:12]2[cH:13][cH:14][c:15]([O:18][CH3:19])[cH:16][cH:17]2)[C:9]1=[O:10])[C:35](=[O:36])[O:37][CH:38]1[CH2:39][CH:40]([CH3:47])[CH2:41][CH2:42][CH:43]1[CH:44]([CH3:45])[CH3:46].